From a dataset of the Open Reaction Database (ORD), a public repository of structured organic reaction records. describe an organic reaction: reactants, conditions, products, and yield Starting materials: C(C1=CC=CC=C1)[Mg]Cl (benzylmagnesium chloride), C1=CC=CC=2C3=CC=CC=C3C(C12)=O (9-fluorenone). The product is C1(=CC=CC=C1)CC1(C2=CC=CC=C2C=2C=CC=CC12)O (9-Phenylmethyl-9H-fluoren-9-ol). As a reaction SMILES: [CH2:1]([Mg]Cl)[C:2]1[CH:7]=[CH:6][CH:5]=[CH:4][CH:3]=1.[CH:10]1[C:22]2[C:21](=[O:23])[C:20]3[C:15](=[CH:16][CH:17]=[CH:18][CH:19]=3)[C:14]=2[CH:13]=[CH:12][CH:11]=1>>[C:2]1([CH2:1][C:21]2([OH:23])[C:20]3[CH:19]=[CH:18][CH:17]=[CH:16][C:15]=3[C:14]3[C:22]2=[CH:10][CH:11]=[CH:12][CH:13]=3)[CH:7]=[CH:6][CH:5]=[CH:4][CH:3]=1. Procedure: from benzylmagnesium chloride and 9-fluorenone; Starting materials: [Cl-].[Ca+2].[Cl-] (calcium chloride), ClC=1C=C(OCCCCC2(OC2)C(=O)[O-])C=CC1.[Na+] (sodium 2-[4-(3-chlorophenoxy)butyl]oxirane-2-carboxylate). The solvent is O (water), O (water). The product is ClC=1C=C(OCCCCC2(OC2)C(=O)[O-])C=CC1.[Ca+2].ClC=1C=C(OCCCCC2(OC2)C(=O)[O-])C=CC1 (Calcium 2-[4-(3-chlorophenoxy)butyl]oxirane-2-carboxylate). Isolated yield 84.9%. Reaction SMILES: [Cl-].[Ca+2:2].[Cl-].[Cl:4][C:5]1[CH:6]=[C:7]([CH:19]=[CH:20][CH:21]=1)[O:8][CH2:9][CH2:10][CH2:11][CH2:12][C:13]1([C:16]([O-:18])=[O:17])[CH2:15][O:14]1.[Na+]>O>[Cl:4][C:5]1[CH:6]=[C:7]([CH:19]=[CH:20][CH:21]=1)[O:8][CH2:9][CH2:10][CH2:11][CH2:12][C:13]1([C:16]([O-:18])=[O:17])[CH2:15][O:14]1.[Ca+2:2].[Cl:4][C:5]1[CH:6]=[C:7]([CH:19]=[CH:20][CH:21]=1)[O:8][CH2:9][CH2:10][CH2:11][CH2:12][C:13]1([C:16]([O-:18])=[O:17])[CH2:15][O:14]1 |f:0.1.2,3.4,6.7.8|. Reported procedure: 400 mg of calcium chloride in 5 ml of water are added to a solution of 1 g of sodium 2-[4-(3-chlorophenoxy)butyl]oxirane-2-carboxylate in 10 ml of water. The greasy residue which has formed is separated off by decantation, and the sediment is washed by two decantations with little water. The residue is dried over phosphorus pentoxide. 840 mg of the title compound are obtained. Decomposition (without melting) at 225° C. Conditions: time 2 hour. Reaction SMILES: [Cl:1][C:2]1[CH:7]=[C:6]([F:8])[CH:5]=[CH:4][C:3]=1[NH:9]S[C@H]1C(C(OCC)=O)=CCOC1.ClC1[CH:28]=[CH:27][CH:26]=[C:25]([C:29]([O:31]O)=O)C=1.[S:33]([O-:36])([O-])=[O:34].[Na+].[Na+].[C:39](=[O:42])([O-])[OH:40].[Na+].[C:44](OCC)(=O)[CH3:45]>>[Cl:1][C:2]1[CH:7]=[C:6]([F:8])[CH:5]=[CH:4][C:3]=1[NH:9][S:33]([C@H:25]1[C:26]([C:39]([O:40][CH2:44][CH3:45])=[O:42])=[CH:27][CH2:28][O:31][CH2:29]1)(=[O:36])=[O:34] |f:2.3.4,5.6|. Procedure: To a solution (200 mL) of ethyl (3S)-3-{[(2-chloro-4-fluorophenyl)amino]sulfanyl}-3,6-dihydro-2H-pyran-4-carboxylate (12.3 g) in ethyl acetate was added meta-chloroperbenzoic acid (24.5 g) at 0° C. After stirring at room temperature for 2 hr, the mixture was again cooled to 0° C., and 5% aqueous sodium sulfite solution (200 mL) and saturated aqueous sodium hydrogen carbonate solution (200 mL) were added dropwise. After extraction with ethyl acetate (200 mL×2), the extract was washed with saturat... Product: ClC1=C(C=CC(=C1)F)NS(=O)(=O)[C@@H]1COCC=C1C(=O)OCC (ethyl (3S)-3-[N-(2-chloro-4-fluorophenyl)sulfamoyl]-3,6-dihydro-2H-pyran-4-carboxylate). Starting materials: ClC1=C(C=CC(=C1)F)NS[C@@H]1COCC=C1C(=O)OCC (ethyl (3S)-3-{[(2-chloro-4-fluorophenyl)amino]sulfanyl}-3,6-dihydro-2H-pyran-4-carboxylate), ClC1=CC(=CC=C1)C(=O)OO (meta-chloroperbenzoic acid), C(C)(=O)OCC (ethyl acetate), S(=O)([O-])[O-].[Na+].[Na+] (sodium sulfite), C(O)([O-])=O.[Na+] (sodium hydrogen carbonate). The reactants are compound 139, Cl.ClCC1=C(N=C2N1C=C(C=C2)C)C2=CC=C(C=C2)C (3-(chloromethyl)-6-methyl-2-p-tolylimidazo[1,2-a]pyridine hydrochloride), S1C(=NN=C1)S (1,3,4-thiadiazole-2-thiol). Yields the product CC=1C=CC=2N(C1)C(=C(N2)C2=CC=C(C=C2)C)CSC=2SC=NN2 (6-Methyl-3-([1,3,4]thiadiazol-2-ylsulfanylmethyl)-2-p-tolyl-imidazo[1,2-a]pyridine). Reaction SMILES: Cl.Cl[CH2:3][C:4]1[N:8]2[CH:9]=[C:10]([CH3:13])[CH:11]=[CH:12][C:7]2=[N:6][C:5]=1[C:14]1[CH:19]=[CH:18][C:17]([CH3:20])=[CH:16][CH:15]=1.[S:21]1[CH:25]=[N:24][N:23]=[C:22]1[SH:26]>>[CH3:13][C:10]1[CH:11]=[CH:12][C:7]2[N:8]([C:4]([CH2:3][S:26][C:22]3[S:21][CH:25]=[N:24][N:23]=3)=[C:5]([C:14]3[CH:19]=[CH:18][C:17]([CH3:20])=[CH:16][CH:15]=3)[N:6]=2)[CH:9]=1 |f:0.1|. Reported procedure: The title compound was prepared according to Method A and the experimentals described for compound 139 from 3-(chloromethyl)-6-methyl-2-p-tolylimidazo[1,2-a]pyridine hydrochloride and 1,3,4-thiadiazole-2-thiol. m/e+ 353 for C18H17N4S2 [M+H]+; 1H-NMR (300 MHz, CDCl3) δ 8.22 (d, J=10.2 Hz, 2H), 7.82 (dd, J=1.8, 6.3 Hz, 2H), 7.57 (d, J=9 Hz, 1H), 7.27 (d, J=9 Hz, 2H), 7.12 (dd, J=1.5, 9.0 Hz, 1H), 5.91 (s, 2H), 2.41 (s, 3H), 2.34 (s, 3H) ppm.